From a dataset of the Open Reaction Database (ORD), a public repository of structured organic reaction records. describe an organic reaction: reactants, conditions, products, and yield The reactants are C1COCCO1, ClCCl, O=S(=O)(OS(=O)(=O)C(F)(F)F)C(F)(F)F, O=S(=O)([O-])C(F)(F)F, CCCn1c(=O)c2[nH]c(C34CCC(O)(CC3)CC4)nc2n(CCC)c1=O, Oc1ccccc1, c1ccncc1. Yields the product CCCn1c(=O)c2[nH]c(C34CCC(Oc5ccccc5)(CC3)CC4)nc2n(CCC)c1=O. As a reaction SMILES: [CH2:60]1[O:61][CH2:62][CH2:63][O:64][CH2:65]1.[Cl:57][CH2:58][Cl:59].[F:27][C:28]([S:29]([O:30][S:31]([C:32]([F:33])([F:34])[F:35])(=[O:36])=[O:37])(=[O:38])=[O:39])([F:40])[F:41].[O-:42][S:43]([C:44]([F:45])([F:46])[F:47])(=[O:48])=[O:49].[OH:1][C:2]12[CH2:3][CH2:4][C:5]([c:10]3[n:11][c:12]4[n:13]([CH2:24][CH2:25][CH3:26])[c:14](=[O:23])[n:15]([CH2:20][CH2:21][CH3:22])[c:16](=[O:19])[c:17]4[nH:18]3)([CH2:6][CH2:7]1)[CH2:8][CH2:9]2.[OH:50][c:51]1[cH:52][cH:53][cH:54][cH:55][cH:56]1.[cH:66]1[cH:67][cH:68][n:69][cH:70][cH:71]1>>[O:1]([C:2]12[CH2:3][CH2:4][C:5]([c:10]3[n:11][c:12]4[n:13]([CH2:24][CH2:25][CH3:26])[c:14](=[O:23])[n:15]([CH2:20][CH2:21][CH3:22])[c:16](=[O:19])[c:17]4[nH:18]3)([CH2:6][CH2:7]1)[CH2:8][CH2:9]2)[c:51]1[cH:52][cH:53][cH:54][cH:55][cH:56]1. Starting materials: CC(=O)C (acetone), C(O)([O-])=O.[Na+] (sodium hydrogen carbonate), N[C@H]1CN(CCC1)C(=O)OC(C)(C)C (tert-butyl (3R)-3-aminopiperidine-1-carboxylate), C(C)(=O)O[BH-](OC(C)=O)OC(C)=O.[Na+] (sodium triacetoxyborohydride). The solvent is C(C)(=O)O (acetic acid), C(C)O (ethanol). Run at temperature 60 celsius. Yields the product C(C)(C)N[C@H]1CN(CCC1)C(=O)OC(C)(C)C (tert-Butyl (3R)-3-(isopropylamino)piperidine-1-carboxylate). RXN SMILES: [NH2:1][C@@H:2]1[CH2:7][CH2:6][CH2:5][N:4]([C:8]([O:10][C:11]([CH3:14])([CH3:13])[CH3:12])=[O:9])[CH2:3]1.[CH3:15][C:16]([CH3:18])=O.C(O[BH-](OC(=O)C)OC(=O)C)(=O)C.[Na+].C(=O)([O-])O.[Na+]>C(O)C.C(O)(=O)C>[CH:16]([NH:1][C@@H:2]1[CH2:7][CH2:6][CH2:5][N:4]([C:8]([O:10][C:11]([CH3:14])([CH3:13])[CH3:12])=[O:9])[CH2:3]1)([CH3:18])[CH3:15] |f:2.3,4.5|. Reported procedure: Commercially available tert-butyl (3R)-3-aminopiperidine-1-carboxylate (6.67 g) was dissolved in ethanol (100 ml), and thereto were added acetone (12.2 ml) and acetic acid (2.0 ml), and the mixture was heated at 60° C. with stirring. Seven hours later, to the mixture was added sodium triacetoxyborohydride (9.67 g), and the mixture was stirred at room temperature for 14 hours. To the reaction mixture was added a saturated aqueous sodium hydrogen carbonate solution, and the mixture was extracted w... Starting materials: CC1=NC(=CC=C1)C#CC=C1CCN(CC1)C1=NC=CC=C1 (2-Methyl-6-[3-(1-pyridin-2-ylpiperidin-4-ylidene)prop-1-yn-1-yl]pyridine), ClC1=C(C#N)C=CC(=N1)C (2-chloro-6-methylnicotinonitrile), C([O-])([O-])=O.[K+].[K+] (potassium carbonate), FC1=NC=CC=C1 (2-fluoropyridine), FC=1C=C(C=C(C1)F)C#CC=C1CCNCC1 (4-[3-(3,5-Difluorophenyl)prop-2-ynylidene]piperidine). Product: FC=1C=C(C=C(C1)F)C#CC=C1CCN(CC1)C1=C(C#N)C=CC(=N1)C (2-{4-[3-(3,5-Difluorophenyl)prop-2-ynylidene]piperidin-1-yl}-6-methylnicotinonitrile). Isolated yield 61.0%. As a reaction SMILES: CC1C=CC=C(C#CC=C2CCN(C3C=CC=CN=3)CC2)N=1.FC1C=CC=CN=1.[F:30][C:31]1[CH:32]=[C:33]([C:38]#[C:39][CH:40]=[C:41]2[CH2:46][CH2:45][NH:44][CH2:43][CH2:42]2)[CH:34]=[C:35]([F:37])[CH:36]=1.Cl[C:48]1[N:55]=[C:54]([CH3:56])[CH:53]=[CH:52][C:49]=1[C:50]#[N:51].C(=O)([O-])[O-].[K+].[K+]>>[F:30][C:31]1[CH:32]=[C:33]([C:38]#[C:39][CH:40]=[C:41]2[CH2:42][CH2:43][N:44]([C:48]3[N:55]=[C:54]([CH3:56])[CH:53]=[CH:52][C:49]=3[C:50]#[N:51])[CH2:45][CH2:46]2)[CH:34]=[C:35]([F:37])[CH:36]=1 |f:4.5.6|. Procedure: The title compound was synthesized following the procedure reported for the compound of Example 59 replacing the compound of Example 3, 2-fluoropyridine and TEA respectively with Compound 228b, 2-chloro-6-methylnicotinonitrile and potassium carbonate. Purification by automated flash chromatography (Horizon™-Biotage) eluting with PE-EtOAc 95:5. Yellow solid. Yield: 61% The reactants are [OH-].[Na+] (sodium hydroxide), CCCCCC (hexane), OCC1(COC1)C (3-(Hydroxymethyl)-3-methyl Oxetane), BrCCCCCCBr (1,6-dibromohexane). The reagents and catalysts are [Br-].C(CCC)[N+](CCCC)(CCCC)CCCC (tetrabutylammonium bromide). Run in O (Water), C(C)(=O)OCC (ethyl acetate). Product: BrCCCCCCOCC1(COC1)C (3-(6-Bromohexyloxymethyl)-3-methyloxetane). RXN SMILES: [OH-].[Na+].CCCCCC.[OH:9][CH2:10][C:11]1([CH3:15])[CH2:14][O:13][CH2:12]1.[Br:16][CH2:17][CH2:18][CH2:19][CH2:20][CH2:21][CH2:22]Br>[Br-].C([N+](CCCC)(CCCC)CCCC)CCC.C(OCC)(=O)C.O>[Br:16][CH2:17][CH2:18][CH2:19][CH2:20][CH2:21][CH2:22][O:9][CH2:10][C:11]1([CH3:15])[CH2:14][O:13][CH2:12]1 |f:0.1,5.6|. Procedure: A 50% aqueous sodium hydroxide solution (65.0 g), tetrabutylammonium bromide (0.8 g, 2.5 mmol) and hexane (200 ml) were cooled with stirring in an ice bath. Compound 29 (16.32 g, 0.16 mol) and 1,6-dibromohexane (30) (100.00 g, 0.41 mol) were added and the reaction was left stirring until it reached room temperature; the reaction mixture was then heated under reflux for 3 h and then cooled to below 5° C. Water (300 ml) was added and the organic layer was retained and dried (Na2SO4). The drying ag...